From a dataset of the Open Reaction Database (ORD), a public repository of structured organic reaction records. describe an organic reaction: reactants, conditions, products, and yield Starting materials: ClC=1C=C(C=CC1)C1=NC=C(C=N1)[N+](=O)[O-] (2-(3-Chlorophenyl)-5-nitropyrimidine), [NH4+].[Cl-] (NH4Cl). Reagents/catalysts: [Zn] (Zn). The solvent is C1CCOC1 (THF), C(C)(=O)OCC (ethyl acetate), C([O-])([O-])=O.[Na+].[Na+] (sodium carbonate). Conditions: time 3 hour. The product is ClC=1C=C(C=CC1)C1=NC=C(C=N1)N (2-(3-chlorophenyl)pyrimidin-5-amine). The yield is 28.8%. Reaction SMILES: [Cl:1][C:2]1[CH:3]=[C:4]([C:8]2[N:13]=[CH:12][C:11]([N+:14]([O-])=O)=[CH:10][N:9]=2)[CH:5]=[CH:6][CH:7]=1.[NH4+].[Cl-]>C1COCC1.C(OCC)(=O)C.C(=O)([O-])[O-].[Na+].[Na+].[Zn]>[Cl:1][C:2]1[CH:3]=[C:4]([C:8]2[N:9]=[CH:10][C:11]([NH2:14])=[CH:12][N:13]=2)[CH:5]=[CH:6][CH:7]=1 |f:1.2,5.6.7|. Procedure: 2-(3-Chlorophenyl)-5-nitropyrimidine (100 mg, 0.424 mmol) was diluted with THF (1 mL) followed by the addition of Zn dust (27.8 mg, 0.424 mmol) and sat NH4Cl (1 mL). After stirring for 3 hours, the reaction was diluted with ethyl acetate and 10% sodium carbonate. The layers were separated and the organic layer was dried over MgSO4, filtered and concentrated. The material was purified using a 0.5 mm preparative TLC plate eluting with 10% methanol/DCM to yield the desired compound (25 mg, 0.122 mm... Starting materials: BrC1=C(C=CC(=C1)Br)O (2,4-dibromophenol), N(CCO)CCO (diethanolamine), C=O (formalin). The product is BrC1=C(C(=CC(=C1)Br)CN(CCO)CCO)O (2,4-dibromo-6-[N,N-di(2-hydroxyethyl) aminomethyl] phenol). RXN SMILES: [Br:1][C:2]1[CH:7]=[C:6]([Br:8])[CH:5]=[CH:4][C:3]=1[OH:9].[NH:10]([CH2:14][CH2:15][OH:16])[CH2:11][CH2:12][OH:13].[CH2:17]=O>>[Br:1][C:2]1[CH:7]=[C:6]([Br:8])[CH:5]=[C:4]([CH2:17][N:10]([CH2:14][CH2:15][OH:16])[CH2:11][CH2:12][OH:13])[C:3]=1[OH:9]. Procedure details: 252 g of 2,4-dibromophenol and 105 g of diethanolamine were charged to a 1 liter round-bottomed flask fitted with an agitator. The temperature of the clear viscous liquid was adjusted to 40 Deg. C. and 100 g of formalin (30% formaldehyde in water stabilised with methanol) was added dropwise over 1 hour while maintaining the temperature at 40-45 Deg C. The temperature was then raised to 100-110 Deg. C. and maintained at that temperature for 4 hours. Vacuum was then applied to distil off excess fo... Reactants: NC=1C=2N(C=CN1)C(=NC2C2=CC=C(C(=O)NC=1N=NC=CC1)C=C2)[C@H]2NCCCC2 ((S)-4-(8-amino-3-(piperidin-2-yl)imidazo[1,5-a]pyrazin-1-yl)-N-(pyridazin-3-yl)benzamide), NC=1C=2N(C=CN1)C(=NC2C2=CC=C(C(=O)NC=1N=NC=CC1)C=C2)[C@H]2NCCCC2 ((S)-4-(8-amino-3-(piperidin-2-yl)imidazo[1,5-a]pyrazin-1-yl)-N-(pyridazin-3-yl)benzamide), C(C#CC)(=O)O (2-butynoic acid). The product is NC=1C=2N(C=CN1)C(=NC2C2=CC=C(C(=O)NC=1N=NC=CC1)C=C2)[C@H]2N(CCCC2)C(C#CC)=O ((S)-4-(8-Amino-3-(1-but-2-ynoylpiperidin-2-yl)imidazo[1,5-a]pyrazin-1-yl)-N-(pyridazin-3-yl)benzamide). Isolated yield 31.8%. RXN SMILES: [NH2:1][C:2]1[C:3]2[N:4]([C:8]([C@@H:26]3[CH2:31][CH2:30][CH2:29][CH2:28][NH:27]3)=[N:9][C:10]=2[C:11]2[CH:25]=[CH:24][C:14]([C:15]([NH:17][C:18]3[N:19]=[N:20][CH:21]=[CH:22][CH:23]=3)=[O:16])=[CH:13][CH:12]=2)[CH:5]=[CH:6][N:7]=1.[C:32](O)(=[O:36])[C:33]#[C:34][CH3:35]>>[NH2:1][C:2]1[C:3]2[N:4]([C:8]([C@@H:26]3[CH2:31][CH2:30][CH2:29][CH2:28][N:27]3[C:32](=[O:36])[C:33]#[C:34][CH3:35])=[N:9][C:10]=2[C:11]2[CH:25]=[CH:24][C:14]([C:15]([NH:17][C:18]3[N:19]=[N:20][CH:21]=[CH:22][CH:23]=3)=[O:16])=[CH:13][CH:12]=2)[CH:5]=[CH:6][N:7]=1. Reported procedure: This compound was prepared, in an analogous manner as described in Example 2, from (S)-4-(8-amino-3-(piperidin-2-yl)imidazo[1,5-a]pyrazin-1-yl)-N-(pyridazin-3-yl)benzamide (intermediate 33) and 2-butynoic acid, to afford the title compound (11 mg, 31.8%). Data: UPLC(C) Rt: 1.92 min; m/z 481.3 (M+H)+. Starting materials: C(C(CO)(CO)N)O.Cl (Tris-HCl), [C@@H]1(CC[C@@H](CO)O1)N1C=NC=2C(N)=NC=NC12 (2',3'-dideoxyadenosine). Run at time 2 hour. Product: [C@@H]1(CC[C@@H](CO)O1)N1C=NC=2C(O)=NC=NC12 (2',3'-dideoxyinosine). RXN SMILES: C(O)C(N)(CO)C[OH:4].Cl.[C@@H:10]1([N:17]2[C:26]3[N:25]=[CH:24][N:23]=[C:21](N)[C:20]=3[N:19]=[CH:18]2)[O:16][C@H:13]([CH2:14][OH:15])[CH2:12][CH2:11]1>>[C@@H:10]1([N:17]2[C:26]3[N:25]=[CH:24][N:23]=[C:21]([OH:4])[C:20]=3[N:19]=[CH:18]2)[O:16][C@H:13]([CH2:14][OH:15])[CH2:12][CH2:11]1 |f:0.1|. Procedure details: The washed cells described above were added to 0.05M Tris-HCl buffer (pH 7.2) containing 1 g/dl of 2',3'-dideoxyadenosine in a concentration of 5 g/dl followed by reacting at 30° C. for 2 hours. The amount of 2',3'-dideoxyinosine produced at this stage is shown in Table 2. Reactants: O=C1CCC(=O)N1Br, ClC(Cl)(Cl)Cl, COc1cc(F)ccc1-c1nnc(-c2c(-c3ccccc3)noc2C)o1, CC(C)(C#N)N=NC(C)(C)C#N. Yields the product COc1cc(F)ccc1-c1nnc(-c2c(-c3ccccc3)noc2CO)o1. As a reaction SMILES: [Br:27][N:28]1[C:29](=[O:33])[CH2:30][CH2:31][C:32]1=[O:34].[C:47]([Cl:48])([Cl:49])([Cl:50])[Cl:51].[F:1][c:2]1[cH:3][c:4]([O:25][CH3:26])[c:5](-[c:8]2[o:9][c:10](-[c:13]3[c:14](-[c:19]4[cH:20][cH:21][cH:22][cH:23][cH:24]4)[n:15][o:16][c:17]3[CH3:18])[n:11][n:12]2)[cH:6][cH:7]1.[N:35]([C:36]([CH3:37])([CH3:38])[C:39]#[N:40])=[N:41][C:42]([CH3:43])([CH3:44])[C:45]#[N:46]>>[F:1][c:2]1[cH:3][c:4]([O:25][CH3:26])[c:5](-[c:8]2[o:9][c:10](-[c:13]3[c:14](-[c:19]4[cH:20][cH:21][cH:22][cH:23][cH:24]4)[n:15][o:16][c:17]3[CH2:18][OH:33])[n:11][n:12]2)[cH:6][cH:7]1.